This data is from the Open Reaction Database (ORD), a public repository of structured organic reaction records. The task is: describe an organic reaction: reactants, conditions, products, and yield The reactants are C(C1=CC=CC=C1)OC(=O)N1CC(OC(C1)=O)=O (2,6-dioxo-4-morpholine carboxylic acid benzyl ester), C(C)(C)(C)OC(=O)[C@@H](C\C=C\C1=CC=CC=C1)[C@H](C(=O)NN)CC(C)C ((E)-2(R)-[1(S)-(tert-butoxycarbonyl)-4-phenyl-3-butenyl]-4-methylvalerohydrazide), Cl.C(C)N=C=NCCCN(C)C (1-ethyl-3-(3-dimethylaminopropyl)carbodiimide hydrochloride). Solvent: ClCCl (dichloromethane). Conditions: time 1 hour. Yields the product C(C)(C)(C)OC(=O)[C@@H](CC=CC1=CC=CC=C1)[C@H](C(=O)NN1C(CN(CC1=O)C(=O)OCC1=CC=CC=C1)=O)CC(C)C (2(R)-[1(S)-(tert-butoxycarbonyl)-4-phenyl-3-butenyl]-4-methyl-N-(4-benzyloxycarbonyl-2,6-dioxo-1-piperazinyl)valeramide). Isolated yield 70.7%. As a reaction SMILES: [CH2:1]([O:8][C:9]([N:11]1[CH2:16][C:15](=[O:17])O[C:13](=[O:18])[CH2:12]1)=[O:10])[C:2]1[CH:7]=[CH:6][CH:5]=[CH:4][CH:3]=1.[C:19]([O:23][C:24]([C@H:26]([C@@H:36]([CH2:41][CH:42]([CH3:44])[CH3:43])[C:37]([NH:39][NH2:40])=[O:38])[CH2:27]/[CH:28]=[CH:29]/[C:30]1[CH:35]=[CH:34][CH:33]=[CH:32][CH:31]=1)=[O:25])([CH3:22])([CH3:21])[CH3:20].Cl.C(N=C=NCCCN(C)C)C>ClCCl>[C:19]([O:23][C:24]([C@H:26]([C@@H:36]([CH2:41][CH:42]([CH3:44])[CH3:43])[C:37]([NH:39][N:40]1[C:13](=[O:18])[CH2:12][N:11]([C:9]([O:8][CH2:1][C:2]2[CH:3]=[CH:4][CH:5]=[CH:6][CH:7]=2)=[O:10])[CH2:16][C:15]1=[O:17])=[O:38])[CH2:27][CH:28]=[CH:29][C:30]1[CH:35]=[CH:34][CH:33]=[CH:32][CH:31]=1)=[O:25])([CH3:22])([CH3:21])[CH3:20] |f:2.3|. Procedure: A solution of 0.7 g of 2,6-dioxo-4-morpholine carboxylic acid benzyl ester in 20 ml of dichloromethane was treated with 1.0 g of (E)-2(R)-[1(S)-(tert-butoxycarbonyl)-4-phenyl-3-butenyl]-4-methylvalerohydrazide (prepared as described in Example 1). The mixture was stirred for 1 hour at room temperature and then treated with 0.53 g of 1-ethyl-3-(3-dimethylaminopropyl)carbodiimide hydrochloride. The mixture was stirred for a further 3 hours at room temperature and then washed in sequence with 2M aq... Starting materials: C1CCOC1, O=c1ccc(-c2ccc(CO)cc2)cn1Cc1ccc(Cl)cc1, O=C1CCC(=O)N1Br, c1ccc(P(c2ccccc2)c2ccccc2)cc1. The product is O=c1ccc(-c2ccc(CBr)cc2)cn1Cc1ccc(Cl)cc1. Reaction SMILES: [CH2:51]1[O:52][CH2:53][CH2:54][CH2:55]1.[Cl:1][c:2]1[cH:3][cH:4][c:5]([CH2:6][n:7]2[c:8](=[O:21])[cH:9][cH:10][c:11](-[c:13]3[cH:14][cH:15][c:16]([CH2:19][OH:20])[cH:17][cH:18]3)[cH:12]2)[cH:22][cH:23]1.[O:24]=[C:25]1[N:26]([Br:31])[C:27](=[O:28])[CH2:29][CH2:30]1.[c:32]1([P:33]([c:34]2[cH:35][cH:36][cH:37][cH:38][cH:39]2)[c:40]2[cH:41][cH:42][cH:43][cH:44][cH:45]2)[cH:46][cH:47][cH:48][cH:49][cH:50]1>>[Cl:1][c:2]1[cH:3][cH:4][c:5]([CH2:6][n:7]2[c:8](=[O:21])[cH:9][cH:10][c:11](-[c:13]3[cH:14][cH:15][c:16]([CH2:19][Br:31])[cH:17][cH:18]3)[cH:12]2)[cH:22][cH:23]1. The reactants are C(CCC)[Sn](C1=CC=C(S1)C=1SC=CC1)(CCCC)CCCC (5-tributylstannyl-2,2'-bithiophene), C(=O)C1=C(SC(=C1)I)CO (3-formyl-2-hydroxymethyl-5-iodo-thiophene). Reagents/catalysts: C1=CC=C(C=C1)P(C2=CC=CC=C2)C3=CC=CC=C3.C1=CC=C(C=C1)P(C2=CC=CC=C2)C3=CC=CC=C3.Cl[Pd]Cl (bis(triphenylphosphine)palladium (II) chloride). Run in O1CCCC1 (tetrahydrofuran). Yields the product C(=O)C=1C=C(SC1CO)C=1SC(=CC1)C=1SC=CC1 (4-formyl-5-hydroxymethyl-2,2': 5', 2"-terthiophene). Isolated yield 37.6%. As a reaction SMILES: C([Sn](CCCC)(CCCC)[C:6]1[S:10][C:9]([C:11]2[S:12][CH:13]=[CH:14][CH:15]=2)=[CH:8][CH:7]=1)CCC.[CH:24]([C:26]1[CH:30]=[C:29](I)[S:28][C:27]=1[CH2:32][OH:33])=[O:25]>C1C=CC(P(C2C=CC=CC=2)C2C=CC=CC=2)=CC=1.C1C=CC(P(C2C=CC=CC=2)C2C=CC=CC=2)=CC=1.Cl[Pd]Cl.O1CCCC1>[CH:24]([C:26]1[CH:30]=[C:29]([C:6]2[S:10][C:9]([C:11]3[S:12][CH:13]=[CH:14][CH:15]=3)=[CH:8][CH:7]=2)[S:28][C:27]=1[CH2:32][OH:33])=[O:25] |f:2.3.4|. Procedure details: In a two-necked round bottomed flask was added 5-tributylstannyl-2,2'-bithiophene (2.04 g), bis(triphenylphosphine)palladium (II) chloride (0.19 g), 3-formyl-2-hydroxymethyl-5-iodo-thiophene (1.0 g) and tetrahydrofuran (20 ml). The reaction mixture was refluxed for 16 hours. Extracted with ethyl acetate, washed with brine, dried over anhydrous magnesium sulfate and concentrated. The residue was separated by silica gel chromatography, eluted with n-hexane/ethyl acetate (9:1→1:1 gradient) to give ...